This data is from the Open Reaction Database (ORD), a public repository of structured organic reaction records. The task is: describe an organic reaction: reactants, conditions, products, and yield The reactants are solid, ClC1=CC=C(C=C1)/C=C/C1=NNC2=CC=C(C=C12)NS(=O)(=O)C1=C(C=CC=C1)S(=O)(=O)C (N-{3-[(E)-2-(4-chlorophenyl)vinyl]-1H-indazol-5-yl}-2-methylsulfonylbenzenesulfonamide). The reagents and catalysts are [Pd] (palladium-on-charcoal). Solvent: CN(C=O)C (dimethylformamide). Product: ClC1=CC=C(C=C1)CCC1=NNC2=CC=C(C=C12)NS(=O)(=O)C1=C(C=CC=C1)S(=O)(=O)C (N-{3-[2-(4-chlorophenyl)-ethyl]-1H-indazol-5-yl}-2-methylsulfonylbenzenesulfonamide). The yield is 31.1%. Reaction SMILES: [Cl:1][C:2]1[CH:7]=[CH:6][C:5](/[CH:8]=[CH:9]/[C:10]2[C:18]3[C:13](=[CH:14][CH:15]=[C:16]([NH:19][S:20]([C:23]4[CH:28]=[CH:27][CH:26]=[CH:25][C:24]=4[S:29]([CH3:32])(=[O:31])=[O:30])(=[O:22])=[O:21])[CH:17]=3)[NH:12][N:11]=2)=[CH:4][CH:3]=1>[Pd].CN(C)C=O>[Cl:1][C:2]1[CH:7]=[CH:6][C:5]([CH2:8][CH2:9][C:10]2[C:18]3[C:13](=[CH:14][CH:15]=[C:16]([NH:19][S:20]([C:23]4[CH:28]=[CH:27][CH:26]=[CH:25][C:24]=4[S:29]([CH3:32])(=[O:31])=[O:30])(=[O:22])=[O:21])[CH:17]=3)[NH:12][N:11]=2)=[CH:4][CH:3]=1. Procedure details: N-{3-[2-(4-Chlorophenyl)ethyl]-1H-indazol-5-yl}-2-methylsulfonylbenzenesulfonamide can be obtained as described in Example 75 from 465 mg of N-{3-[(E)-2-(4-chlorophenyl)vinyl]-1H-indazol-5-yl}-2-methylsulfonylbenzenesulfonamide, 47 mg of 10% palladium-on-charcoal and 8 ml of dimethylformamide. 145 mg of N-{3-[2-(4-chlorophenyl)-ethyl]-1H-indazol-5-yl}-2-methylsulfonylbenzenesulfonamide are thus obtained in the form of a white solid melting at 215° C. (analysis C22H20ClN3O4S2 % calculated C, 53.9... Starting materials: C(CCC)C1=CC=C(NC2CCN(CC2)CC2=CC(=NC=C2)C2=CC(=C(C(=C2)OC)OC)OC)C=C1 (4-(4-Butylanilino)-1-[[2-(3,4,5-trimethoxyphenyl)pyridin-4-yl]methyl]piperidine), ClCC=1C=CC(=NC1)C1=CC(=C(C(=C1)OC)OC)OC (5-chloromethyl-2-(3,4,5-trimethoxyphenyl)pyridine). Yields the product Cl.Cl.Cl.C(CCC)C1=CC=C(C=C1)N(CC=1C=CC(=NC1)C1=CC(=C(C(=C1)OC)OC)OC)C1CCN(CC1)CC1=CC(=NC=C1)C1=CC(=C(C(=C1)OC)OC)OC (4-[N-(4-Butylphenyl)-N-[[2-(3,4,5-trimethoxyphenyl)pyridin-5-yl]methyl]amino]-1-[[2-(3,4,5-trimethoxyphenyl)pyridin-4-yl]methyl]piperidine Trihydrochloride). RXN SMILES: [CH2:1]([C:5]1[CH:36]=[CH:35][C:8]([NH:9][CH:10]2[CH2:15][CH2:14][N:13]([CH2:16][C:17]3[CH:22]=[CH:21][N:20]=[C:19]([C:23]4[CH:28]=[C:27]([O:29][CH3:30])[C:26]([O:31][CH3:32])=[C:25]([O:33][CH3:34])[CH:24]=4)[CH:18]=3)[CH2:12][CH2:11]2)=[CH:7][CH:6]=1)[CH2:2][CH2:3][CH3:4].[Cl:37][CH2:38][C:39]1[CH:40]=[CH:41][C:42]([C:45]2[CH:50]=[C:49]([O:51][CH3:52])[C:48]([O:53][CH3:54])=[C:47]([O:55][CH3:56])[CH:46]=2)=[N:43][CH:44]=1>>[ClH:37].[ClH:37].[ClH:37].[CH2:1]([C:5]1[CH:6]=[CH:7][C:8]([N:9]([CH:10]2[CH2:11][CH2:12][N:13]([CH2:16][C:17]3[CH:22]=[CH:21][N:20]=[C:19]([C:23]4[CH:28]=[C:27]([O:29][CH3:30])[C:26]([O:31][CH3:32])=[C:25]([O:33][CH3:34])[CH:24]=4)[CH:18]=3)[CH2:14][CH2:15]2)[CH2:38][C:39]2[CH:40]=[CH:41][C:42]([C:45]3[CH:50]=[C:49]([O:51][CH3:52])[C:48]([O:53][CH3:54])=[C:47]([O:55][CH3:56])[CH:46]=3)=[N:43][CH:44]=2)=[CH:35][CH:36]=1)[CH2:2][CH2:3][CH3:4] |f:2.3.4.5|. Procedure: 4-(4-Butylanilino)-1-[[2-(3,4,5-trimethoxyphenyl)pyridin-4-yl]methyl]piperidine (147 mg) and 5-chloromethyl-2-(3,4,5-trimethoxyphenyl)pyridine (114 mg) were condensed in the same manner as described in Example 9. The title compound was obtained as yellow powder after converting a free base to a trihydrochloride. Starting materials: CC1=NC(=NC(N1CC=1SC(=CC1)C(F)(F)F)=O)SC (6-methyl-4-(methylthio)-1-{[5-(trifluoromethyl)thiophen-2-yl]methyl}-1,3,5-triazin-2(1H)-one), N1CCC(CC1)O (4-piperidinol), resultant mixture. Run in O1CCOCC1 (1,4-dioxane). Yields the product OC1CCN(CC1)C1=NC(N(C(=N1)C)CC=1SC(=CC1)C(F)(F)F)=O (4-(4-Hydroxypiperidin-1-yl)-6-methyl-1-{[5-(trifluoromethyl)thiophen-2-yl]methyl}-1,3,5-triazin-2(1H)-one). Yield: 99.9%. Reaction SMILES: [CH3:1][C:2]1[N:7]([CH2:8][C:9]2[S:10][C:11]([C:14]([F:17])([F:16])[F:15])=[CH:12][CH:13]=2)[C:6](=[O:18])[N:5]=[C:4](SC)[N:3]=1.[NH:21]1[CH2:26][CH2:25][CH:24]([OH:27])[CH2:23][CH2:22]1>O1CCOCC1>[OH:27][CH:24]1[CH2:25][CH2:26][N:21]([C:4]2[N:3]=[C:2]([CH3:1])[N:7]([CH2:8][C:9]3[S:10][C:11]([C:14]([F:17])([F:16])[F:15])=[CH:12][CH:13]=3)[C:6](=[O:18])[N:5]=2)[CH2:22][CH2:23]1. Reported procedure: To a 1,4-dioxane solution (1.0 mL) of 6-methyl-4-(methylthio)-1-{[5-(trifluoromethyl)thiophen-2-yl]methyl}-1,3,5-triazin-2(1H)-one (321 mg, 1.00 mmol) synthesized in Reference Synthesis Example 292, 4-piperidinol (202 mg, 2.00 mmol) was added and the resultant mixture was stirred under reflux by heating for 10 hours. After completion of the reaction, the reaction solution was concentrated under reduced pressure and the obtained residue was purified by silica gel column chromatography (ethyl acet...